This data is from the Open Reaction Database (ORD), a public repository of structured organic reaction records. The task is: describe an organic reaction: reactants, conditions, products, and yield Reactants: ClC1=C2C(=NN=C1C1=CC=CC=C1)NN=C2C2=CC=CC=C2 (4-chloro-3,5-diphenyl-1H-pyrazolo[3,4-c]pyridazine), N1=C(C=CC=C1)CO (pyridin-2-ylmethanol). The product is ClC1=C2C(=NN=C1C1=CC=CC=C1)N(N=C2C2=CC=CC=C2)CC2=NC=CC=C2 (4-chloro-3,5-diphenyl-1-(2-pyridylmethyl)pyrazolo[3,4-c]pyridazine). Reaction SMILES: [Cl:1][C:2]1[C:7]([C:8]2[CH:13]=[CH:12][CH:11]=[CH:10][CH:9]=2)=[N:6][N:5]=[C:4]2[NH:14][N:15]=[C:16]([C:17]3[CH:22]=[CH:21][CH:20]=[CH:19][CH:18]=3)[C:3]=12.[N:23]1[CH:28]=[CH:27][CH:26]=[CH:25][C:24]=1[CH2:29]O>>[Cl:1][C:2]1[C:7]([C:8]2[CH:9]=[CH:10][CH:11]=[CH:12][CH:13]=2)=[N:6][N:5]=[C:4]2[N:14]([CH2:29][C:24]3[CH:25]=[CH:26][CH:27]=[CH:28][N:23]=3)[N:15]=[C:16]([C:17]3[CH:18]=[CH:19][CH:20]=[CH:21][CH:22]=3)[C:3]=12. Procedure details: Compound IIp was synthesized from 4-chloro-3,5-diphenyl-1H-pyrazolo[3,4-c]pyridazine and pyridin-2-ylmethanol following the general procedure for the Mitsunobu reaction as described above.